Task: describe an organic reaction: reactants, conditions, products, and yield. Dataset: the Open Reaction Database (ORD), a public repository of structured organic reaction records Reactants: FC1=CC(=C(C=C1)CC(=O)O)[N+](=O)[O-] (4-fluoro-2-nitrophenylacetic acid), [H][H] (hydrogen). Reagents/catalysts: [Pd] (palladium on activated charcoal). Solvent: C(C)(=O)O (acetic acid). The product is FC1=CC=C2CC(NC2=C1)=O (6-fluoro-2-indolinone). RXN SMILES: [F:1][C:2]1[CH:7]=[CH:6][C:5]([CH2:8][C:9](O)=[O:10])=[C:4]([N+:12]([O-])=O)[CH:3]=1.[H][H]>C(O)(=O)C.[Pd]>[F:1][C:2]1[CH:3]=[C:4]2[C:5]([CH2:8][C:9](=[O:10])[NH:12]2)=[CH:6][CH:7]=1. Procedure details: 119 g 4-fluoro-2-nitrophenylacetic acid are hydrogenated in 600 ml acetic acid with the addition of 20 g palladium on activated charcoal (10%) under 50 psi of hydrogen pressure. The catalyst is suction filtered, the solvent distilled off. The crude product is stirred with 500 ml petroleum ether, suction filtered, washed with water and dried. Reactants: [O-]I(=O)(=O)=O.[Na+] (sodium (meta)periodate), CC(C)([Si](OCCCSCCCO[Si](C(C)(C)C)(C)C)(C)C)C (2,2,3,3,13,13,14,14-octamethyl-4,12-dioxa-8-thia-3,13-disilapentadecane). The solvent is O (water), CO (methanol). Reaction conditions: time 2 hour. Yields the product CC(C)([Si](OCCCS(CCCO[Si](C(C)(C)C)(C)C)=O)(C)C)C (2,2,3,3,13,13,14,14-Octamethyl-4,12-dioxa-8-thia-3,13-disilapentadecane 8-oxide). The yield is 100.0%. Reaction SMILES: [O-:1]I(=O)(=O)=O.[Na+].[CH3:7][C:8]([CH3:29])([Si:10]([CH3:28])([CH3:27])[O:11][CH2:12][CH2:13][CH2:14][S:15][CH2:16][CH2:17][CH2:18][O:19][Si:20]([CH3:26])([CH3:25])[C:21]([CH3:24])([CH3:23])[CH3:22])[CH3:9]>O.CO>[CH3:9][C:8]([CH3:29])([Si:10]([CH3:28])([CH3:27])[O:11][CH2:12][CH2:13][CH2:14][S:15](=[O:1])[CH2:16][CH2:17][CH2:18][O:19][Si:20]([CH3:26])([CH3:25])[C:21]([CH3:22])([CH3:23])[CH3:24])[CH3:7] |f:0.1|. Reported procedure: A solution of sodium (meta)periodate (7.751 g, 1.1 eq) in water (40 mL) was slowly poured into a solution of 2,2,3,3,13,13,14,14-octamethyl-4,12-dioxa-8-thia-3,13-disilapentadecane (12.32 g, 1 eq) in methanol (150 mL) at 0° C. and the reaction mixture was stirred at room temperature for 2 hours. The reaction mixture was then filtered through a pad of celite and silica gel which was washed with methanol. The filtrate was concentrated under reduced pressure at a temperature below 25° C. The residu... Solvent: C(C)O (ethanol). Reactants: C1(=CC=CC=C1)C(C(=CC=C(C(=O)OCC)N(C)C)SC)=O (ethyl 6-phenyl-6-oxo-5-methylthio-2-dimethylamino-2,4-hexadienoate), CC[O-].[Na+] (sodium ethylate), CSCC(=O)C1=CC2=CC=CC=C2C=C1 (2-[2-(methylthio)acetyl]naphthalene), F[B-](F)(F)F.CN(C(=CC=[N+](C)C)C(=O)OCC)C (N-(3-dimethylamino-3-ethoxycarbonylpropenylidene)-N-methylmethanaminium tetrafluoroborate), ethanolic solution. As a reaction SMILES: [C:1]1([C:7](=[O:22])[C:8]([S:20][CH3:21])=[CH:9][CH:10]=[C:11]([N:17]([CH3:19])[CH3:18])[C:12]([O:14][CH2:15][CH3:16])=[O:13])[CH:6]=[CH:5][CH:4]=[CH:3][CH:2]=1.F[B-](F)(F)F.CN(C)[C:30]([C:36](OCC)=O)=[CH:31][CH:32]=[N+](C)C.CC[O-].[Na+].CSCC(C1C=CC2C(=CC=CC=2)C=1)=O>C(O)C>[CH3:19][N:17]([CH3:18])[C:11](=[CH:10][CH:9]=[C:8]([S:20][CH3:21])[C:7]([C:1]1[CH:2]=[CH:3][C:4]2[C:5](=[CH:36][CH:30]=[CH:31][CH:32]=2)[CH:6]=1)=[O:22])[C:12]([O:14][CH2:15][CH3:16])=[O:13] |f:1.2,3.4|. The product is CN(C(C(=O)OCC)=CC=C(C(=O)C1=CC2=CC=CC=C2C=C1)SC)C (ethyl 2-dimethylamino-5-methylthio-6-(2-naphthyl)-6-oxo-2,4-hexadienoate). Reported procedure: The procedure is as in Example 4 for the preparation of ethyl 6-phenyl-6-oxo-5-methylthio-2-dimethylamino-2,4-hexadienoate, starting with N-(3-dimethylamino-3-ethoxycarbonylpropenylidene)-N-methylmethanaminium tetrafluoroborate (10.6 g), a 2M ethanolic solution of sodium ethylate (18.5 cc) and 2-[2-(methylthio)acetyl]naphthalene (8 g) in ethanol (50 cc). After purification by chromatography on a silica column with a mixture of cyclohexane and ethyl acetate (50:50 by volume) as eluent, ethyl 2-di... Starting materials: COc1cc(OC)c(CCC2(C3CCCC3)CC(=O)CC(=O)O2)cc1Cl, O=c1[nH]c(CCl)nc2ccsc12, O. Yields the product COc1cc(OC)c(CCC2(C3CCCC3)CC(O)=C(Cc3nc4ccsc4c(=O)[nH]3)C(=O)O2)cc1Cl. As a reaction SMILES: [Cl:13][c:14]1[c:15]([O:37][CH3:38])[cH:16][c:17]([O:35][CH3:36])[c:18]([CH2:20][CH2:21][C:22]2([CH:30]3[CH2:31][CH2:32][CH2:33][CH2:34]3)[CH2:23][C:24](=[O:29])[CH2:25][C:26](=[O:28])[O:27]2)[cH:19]1.[Cl:1][CH2:2][c:3]1[nH:4][c:5](=[O:12])[c:6]2[c:7]([n:8]1)[cH:9][cH:10][s:11]2.[OH2:39]>>[CH2:2]([c:3]1[nH:4][c:5](=[O:12])[c:6]2[c:7]([n:8]1)[cH:9][cH:10][s:11]2)[C:25]1=[C:24]([OH:29])[CH2:23][C:22]([CH2:21][CH2:20][c:18]2[c:17]([O:35][CH3:36])[cH:16][c:15]([O:37][CH3:38])[c:14]([Cl:13])[cH:19]2)([CH:30]2[CH2:31][CH2:32][CH2:33][CH2:34]2)[O:27][C:26]1=[O:28]. Reactants: CC#N, N#Cc1cc([N+](=O)[O-])ccc1Cl, Oc1c(F)c(F)c(F)c(F)c1F, [K+], [K+], O=C([O-])[O-], O. The product is N#Cc1cc([N+](=O)[O-])ccc1Oc1c(F)c(F)c(F)c(F)c1F. RXN SMILES: [CH3:31][C:32]#[N:33].[Cl:1][c:2]1[c:3]([C:4]#[N:5])[cH:6][c:7]([N+:10](=[O:11])[O-:12])[cH:8][cH:9]1.[F:13][c:14]1[c:15]([OH:24])[c:16]([F:23])[c:17]([F:22])[c:18]([F:21])[c:19]1[F:20].[K+:25].[K+:26].[O-:27][C:28]([O-:29])=[O:30].[OH2:34]>>[c:2]1([O:24][c:15]2[c:14]([F:13])[c:19]([F:20])[c:18]([F:21])[c:17]([F:22])[c:16]2[F:23])[c:3]([C:4]#[N:5])[cH:6][c:7]([N+:10](=[O:11])[O-:12])[cH:8][cH:9]1. Reactants: BrCCC1CCC2=CC=C(C=C12)OC (1-(2-bromoethyl)-6-methoxyindan), [C-]#N.[Na+] (sodium cyanide), O (water). Solvent: CS(=O)C (dimethyl sulfoxide). Conditions: temperature 60 celsius, time 40 minute. The product is C(#N)CCC1CCC2=CC=C(C=C12)OC (1-(2-Cyanoethyl)-6-methoxyindan). Isolated yield 92.7%. RXN SMILES: Br[CH2:2][CH2:3][CH:4]1[C:12]2[C:7](=[CH:8][CH:9]=[C:10]([O:13][CH3:14])[CH:11]=2)[CH2:6][CH2:5]1.[C-:15]#[N:16].[Na+].O>CS(C)=O>[C:15]([CH2:2][CH2:3][CH:4]1[C:12]2[C:7](=[CH:8][CH:9]=[C:10]([O:13][CH3:14])[CH:11]=2)[CH2:6][CH2:5]1)#[N:16] |f:1.2|. Procedure details: To a solution of 1-(2-bromoethyl)-6-methoxyindan (1.75 g, 6.86 mmol) in dimethyl sulfoxide (80 ml) was added sodium cyanide (0.35 g, 7.20 mmol). This mixture was stirred for 40 minutes at 60° C. To the reaction mixture was added water, which was subjected to extraction with ethyl acetate. The extract solution was washed with brine and dried over anhydrous magnesium sulfate, followed by distilling off the solvent under reduced pressure. The residue was purified by means of a silica gel column chr... The reactants are CCCCSCCC(=O)Nc1cccc(OC(CCOC)OC(=O)CNC(C)=O)c1, CI, CN(C)C=O. Yields the product CCCC[S+](C)CCC(=O)Nc1cccc(OC(CCOC)OC(=O)CNC(C)=O)c1, [I-]. Reaction SMILES: [CH2:1]([CH2:2][CH2:3][CH3:4])[S:5][CH2:6][CH2:7][C:8]([NH:9][c:10]1[cH:11][c:12]([O:16][CH:17]([CH2:18][CH2:19][O:20][CH3:21])[O:22][C:23]([CH2:24][NH:25][C:26]([CH3:27])=[O:28])=[O:29])[cH:13][cH:14][cH:15]1)=[O:30].[CH3:31][I:32].[CH3:33][N:34]([CH3:35])[CH:36]=[O:37]>>[CH2:1]([CH2:2][CH2:3][CH3:4])[S+:5]([CH2:6][CH2:7][C:8]([NH:9][c:10]1[cH:11][c:12]([O:16][CH:17]([CH2:18][CH2:19][O:20][CH3:21])[O:22][C:23]([CH2:24][NH:25][C:26]([CH3:27])=[O:28])=[O:29])[cH:13][cH:14][cH:15]1)=[O:30])[CH3:31].[I-:32]. The reactants are COC(=O)c1cc(OCc2c(-c3ccccc3)noc2C)no1, Cc1ccccc1, C1CN=C2NCCCN2C1, NC1CCOC1. The product is Cc1onc(-c2ccccc2)c1COc1cc(C(=O)NC2CCOC2)on1. Reaction SMILES: [CH3:1][O:2][C:3](=[O:4])[c:5]1[cH:6][c:7]([O:10][CH2:11][c:12]2[c:13](-[c:18]3[cH:19][cH:20][cH:21][cH:22][cH:23]3)[n:14][o:15][c:16]2[CH3:17])[n:8][o:9]1.[CH3:40][c:41]1[cH:42][cH:43][cH:44][cH:45][cH:46]1.[N:30]12[CH2:31][CH2:32][CH2:33][NH:34][C:35]1=[N:36][CH2:37][CH2:38][CH2:39]2.[O:24]1[CH2:25][CH:26]([NH2:29])[CH2:27][CH2:28]1>>[C:3](=[O:4])([c:5]1[cH:6][c:7]([O:10][CH2:11][c:12]2[c:13](-[c:18]3[cH:19][cH:20][cH:21][cH:22][cH:23]3)[n:14][o:15][c:16]2[CH3:17])[n:8][o:9]1)[NH:29][CH:26]1[CH2:25][O:24][CH2:28][CH2:27]1. Reactants: CC(=O)O, CN(CCO)C(=O)NCCCl, O=N[O-], [Na+]. Yields the product CN(CCO)C(=O)N(CCCl)N=O. RXN SMILES: [CH3:16][C:17](=[O:18])[OH:19].[Cl:1][CH2:2][CH2:3][NH:4][C:5](=[O:6])[N:7]([CH2:8][CH2:9][OH:10])[CH3:11].[N:12](=[O:13])[O-:14].[Na+:15]>>[Cl:1][CH2:2][CH2:3][N:4]([C:5](=[O:6])[N:7]([CH2:8][CH2:9][OH:10])[CH3:11])[N:12]=[O:13].